From a dataset of the Open Reaction Database (ORD), a public repository of structured organic reaction records. describe an organic reaction: reactants, conditions, products, and yield Starting materials: Cl.Cl.C(C1=CC=CC=C1)ONC1=CC=CC(=C1)CCN(CCC)CCC (benzyloxy-5-(2-dipropylaminoethyl)aniline, dihydrochloride), CO (methanol). The reagents and catalysts are [Pd] (palladium/carbon). Product: Cl.Cl.NC=1C=C(C=CC1O)CCN(CCC)CCC (N-[2-(3-amino-4-hydroxyphenyl)ethyl]-N,N-dipropylamine, dihydrochloride). As a reaction SMILES: [ClH:1].Cl.C(O[NH:11][C:12]1[CH:17]=[C:16]([CH2:18][CH2:19][N:20]([CH2:24][CH2:25][CH3:26])[CH2:21][CH2:22][CH3:23])[CH:15]=[CH:14][CH:13]=1)C1C=CC=CC=1.C[OH:28]>[Pd]>[ClH:1].[ClH:1].[NH2:11][C:12]1[CH:17]=[C:16]([CH2:18][CH2:19][N:20]([CH2:24][CH2:25][CH3:26])[CH2:21][CH2:22][CH3:23])[CH:15]=[CH:14][C:13]=1[OH:28] |f:0.1.2,5.6.7|. Procedure: 1.9 g of 2-(benzyloxy-5-(2-dipropylaminoethyl)aniline, dihydrochloride, is hydrogenated in 30 ml of methanol in the presence of 150 mg of palladium/carbon (10% strength). After removing the catalyst by filtration, the mixture is concentrated and recrystallized from isopropanol, thus obtaining 0.88 g of N-[2-(3-amino-4-hydroxyphenyl)ethyl]-N,N-dipropylamine, dihydrochloride, mp 127°-151° C. Reactants: ClC1=CC=C(N)C=C1 (p-Chloroaniline), C([O-])(O)=O.[Na+] (sodium bicarbonate), C(C1=CC=CC=C1)OCCOS(=O)(=O)C (methanesulfonic acid 2-benzyloxyethyl ester), C(O)([O-])=O.[Na+] (sodium hydrogen carbonate). The solvent is O1CCOCC1 (dioxane). Conditions: time 24 hour. Product: ClC1=CC=C(NCCOCC2=CC=CC=C2)C=C1 (4-chloro-N-(2-benzyloxyethyl)aniline). Yield: 33.1%. As a reaction SMILES: [Cl:1][C:2]1[CH:8]=[CH:7][C:5]([NH2:6])=[CH:4][CH:3]=1.[CH2:9]([O:16][CH2:17][CH2:18]OS(C)(=O)=O)[C:10]1[CH:15]=[CH:14][CH:13]=[CH:12][CH:11]=1.C(=O)([O-])O.[Na+]>O1CCOCC1>[Cl:1][C:2]1[CH:8]=[CH:7][C:5]([NH:6][CH2:18][CH2:17][O:16][CH2:9][C:10]2[CH:15]=[CH:14][CH:13]=[CH:12][CH:11]=2)=[CH:4][CH:3]=1 |f:2.3|. Procedure details: p-Chloroaniline (8 g), methanesulfonic acid 2-benzyloxyethyl ester (12.29 g) and sodium hydrogen carbonate (hereinafter, reffered to as sodium bicarbonate) (8.97 g) were dissolved in dioxane (35 ml), suspended and the mixture was heated with stirring for 24 hours. After concentrated under reduced pressure, water and ethyl acetate were added to the mixture and the mixture was separated into layers. The organic layer was washed with water 2 times, and concentrated again under reduced pressure, and...